Dataset: the Open Reaction Database (ORD), a public repository of structured organic reaction records. Task: describe an organic reaction: reactants, conditions, products, and yield The reactants are C(CC(O)(C(=O)O)CC(=O)O)(=O)O (citric acid), S(O)(O)(=O)=O (sulfuric acid), C1(=CC(=CC=C1)O)O (1,3-benzene diol), S(O)(O)(=O)=O (sulfuric acid). Reaction conditions: temperature 70 celsius. Yields the product OC1=CC=C2C(=CC(OC2=C1)=O)CC(=O)O (7-hydroxy-coumarin-4-acetic acid). Reaction SMILES: [C:1]([OH:13])(=[O:12])[CH2:2][C:3]([CH2:8][C:9]([OH:11])=[O:10])([C:5](O)=O)O.S(=O)(=O)(O)O.[C:19]1(O)C=[CH:23][CH:22]=[C:21]([OH:25])[CH:20]=1>>[OH:25][C:21]1[CH:22]=[C:23]2[C:5]([C:3]([CH2:2][C:1]([OH:13])=[O:12])=[CH:8][C:9](=[O:10])[O:11]2)=[CH:19][CH:20]=1. Reported procedure: 84 g of citric acid and 112 ml of concentrated sulfuric acid were stirred for one hour at ambient temperature and then heated progressively to 70° C. and maintained there for 35 minutes. The mixture was cooled to 0° C. and 34.56 g of 1,3-benzene diol and 44.8 ml of concentrated sulfuric acid were added. The mixture was maintained for 16 hours at 0° C. and then poured over ice. The crystallized product was separated off and dried under reduced pressure to obtain after crystallization from water, ... The reactants are N1C(CCCCC1)=O (azepan-2-one), [Li]CCCC (n-BuLi), CI (MeI). The solvent is C1CCOC1 (THF). Reaction conditions: time 2 hour. The product is CC1C(NCCCC1)=O (3-methylazepan-2-one). As a reaction SMILES: [NH:1]1[CH2:7][CH2:6][CH2:5][CH2:4][CH2:3][C:2]1=[O:8].[Li][CH2:10]CCC.CI>C1COCC1>[CH3:10][CH:3]1[CH2:4][CH2:5][CH2:6][CH2:7][NH:1][C:2]1=[O:8]. Procedure: To a solution of azepan-2-one (0.5 g, 4.42 mmol, 1 equiv) in anhydrous THF (20 mL) under nitrogen, was added n-BuLi (4.4 mL, 2.5 M in n-hexane, 11.06 mmol) dropwise at 0° C. The reaction mixture was kept at 0° C. for 2 h, then MeI (0.3 mL, 4.86 mmol) was added. After stirring for 1 h, the mixture was quenched with water and extracted with DCM (2×50 mL). The combined organic layers were dried over anhydrous Na2SO4. After filtration and concentration, the crude product was directly used for the ne... Procedure: A solution of the free base of example 1 in methanol is treated with two equivalents of 30% H2O2. The solution is allowed to stand for two days and the solvent is removed under reduced pressure to give 3,3a,4,5,6,7-hexahydro-N,N-dimethyl-3-phenyl-7-(phenylmethylene)-2H-indazole-2-propanamine, N-oxide. Run in CO (methanol). Reaction SMILES: C(O)(=O)C(O)=O.[CH3:7][N:8]([CH3:34])[CH2:9][CH2:10][CH2:11][N:12]1[CH:20]([C:21]2[CH:26]=[CH:25][CH:24]=[CH:23][CH:22]=2)[CH:19]2[C:14]([C:15](=[CH:27][C:28]3[CH:33]=[CH:32][CH:31]=[CH:30][CH:29]=3)[CH2:16][CH2:17][CH2:18]2)=[N:13]1.OO>CO>[CH3:34][N:8]([CH3:7])[CH2:9][CH2:10][CH2:11][N:12]1[CH:20]([C:21]2[CH:26]=[CH:25][CH:24]=[CH:23][CH:22]=2)[CH:19]2[C:14]([C:15](=[CH:27][C:28]3[CH:33]=[CH:32][CH:31]=[CH:30][CH:29]=3)[CH2:16][CH2:17][CH2:18]2)=[N:13]1 |f:0.1|. Run at time 2 day. Reactants: C(C(=O)O)(=O)O.CN(CCCN1N=C2C(CCCC2C1C1=CC=CC=C1)=CC1=CC=CC=C1)C (3,3a,4,5,6,7-Hexahydro-N,N-dimethyl-3-phenyl-7-(phenylmethylene)-2H-indazole-2-propanamine, oxalate salt), OO (H2O2). Product: CN(CCCN1N=C2C(CCCC2C1C1=CC=CC=C1)=CC1=CC=CC=C1)C (3,3a,4,5,6,7-hexahydro-N,N-dimethyl-3-phenyl-7-(phenylmethylene)-2H-indazole-2-propanamine), N-oxide. Starting materials: resultant mixture, saturated aqueous solution, [Cl-].[NH4+] (ammonium chloride), CC1C(=CC2=CC=CC=C12)C (1,2-dimethylindene), N-methyl-2-pyrrolidine, C(CCC)[Li] (n-butyllithium), [Cl-].C[SiH](C1C2=CC=CC=C2C=2C=CC=CC12)C (dimethyl(9-fluorenyl)silane chloride). Solvent: CCOCC (ether), CCOCC (ether), CCCCCC (hexane), CCCCCC (hexane). Yields the product C[Si](C1C2=CC=CC=C2C=2C=CC=CC12)(C1C(=C(C2=CC=CC=C12)C)C)C (dimethyl(2,3-dimethyl-1-indenyl)(9-fluorenyl)silane). Yield: 26.2%. As a reaction SMILES: [CH3:1][CH:2]1[C:10]2[C:5](=[CH:6][CH:7]=[CH:8][CH:9]=2)[CH:4]=[C:3]1[CH3:11].[CH2:12]([Li])[CH2:13]CC.[Cl-].[CH3:18][SiH:19]([CH3:33])[CH:20]1[C:32]2[CH:31]=CC=[CH:28][C:27]=2[C:26]2[C:21]1=[CH:22][CH:23]=[CH:24][CH:25]=2.[Cl-].[NH4+]>CCCCCC.CCOCC>[CH3:33][Si:19]([CH3:18])([CH:20]1[C:21]2[C:26](=[CH:25][CH:24]=[CH:23][CH:22]=2)[C:27]([CH3:28])=[C:32]1[CH3:31])[CH:4]1[C:3]2[CH:11]=[CH:13][CH:12]=[CH:1][C:2]=2[C:10]2[C:5]1=[CH:6][CH:7]=[CH:8][CH:9]=2 |f:2.3,4.5|. Procedure details: A 200 ml four-necked flask equipped with a reflux tube, a thermometer and a dropping funnel was thoroughly purged with nitrogen and dried. To the flask, the 1,2-dimethylindene (1.60 g, 11.09 mmol) synthesized above and dehydrated ether (40 ml) were introduced. To the flask, a hexane solution of n-butyllithium (11.6 mmol) was dropwise added at 0° C. with stirring. The temperature of the system was allowed to spontaneously and slowly rise to room temperature. After stirring over night, the reactio... Reactants: [N+](=O)([O-])C1=C(C=CC(=C1)C(F)(F)F)N (2-Nitro-4-trifluoromethyl-phenylamine), O.O.[Sn](Cl)Cl (tin (11) chloride dihydrate). Run in C(C)O (ethanol). Product: FC(C=1C=C(C(=CC1)N)N)(F)F (4-trifluoromethyl-benzene-1,2-diamine). Reaction SMILES: [N+:1]([C:4]1[CH:9]=[C:8]([C:10]([F:13])([F:12])[F:11])[CH:7]=[CH:6][C:5]=1[NH2:14])([O-])=O.O.O.[Sn](Cl)Cl>C(O)C>[F:11][C:10]([F:12])([F:13])[C:8]1[CH:9]=[C:4]([NH2:1])[C:5]([NH2:14])=[CH:6][CH:7]=1 |f:1.2.3|. Procedure: 2-Nitro-4-trifluoromethyl-phenylamine was purchased from Aldrich. It was reduced with tin (11) chloride dihydrate in ethanol to give 4-trifluoromethyl-benzene-1,2-diamine (Scheme 3). The diamine was reacted with hexaketocyclohexane octahydrate to give [(HATNA)(CF3)3]. The product contains two isomers (from HPLC). The product is a yellow solid. It is soluble in common organic solvent including dichloromethane, THF and hot methanol. It was purified by flash chromatography on silica gel eluting wit... Solvent: ClCCl (dichloromethane). The product is C(=O)NC1(C(NC1)=O)NC(C(C1=CSC=C1)C(=O)OCC1=CC=C(C=C1)[N+](=O)[O-])=O ((3RS)-3-Formamido-3-[2-(p-nitrobenzyloxycarbonyl)-2-thien-3-ylacetamido]-azetidin-2-one). Reactants: N1=CC=CC=C1 (pyridine), NC1(C(NC1)=O)NC(C(C1=CSC=C1)C(=O)OCC1=CC=C(C=C1)[N+](=O)[O-])=O ((3RS)-3-Amino-3-[2-(p-nitrobenzyloxycarbonyl)-2-thien-3-yl-acetamido]-azetidin-2-one), C(C)(=O)OC=O (formic-acetic anhydride). Isolated yield 97.3%. Reaction SMILES: [NH2:1][C:2]1([NH:7][C:8](=[O:28])[CH:9]([C:15]([O:17][CH2:18][C:19]2[CH:24]=[CH:23][C:22]([N+:25]([O-:27])=[O:26])=[CH:21][CH:20]=2)=[O:16])[C:10]2[CH:14]=[CH:13][S:12][CH:11]=2)[CH2:5][NH:4][C:3]1=[O:6].N1C=CC=CC=1.[C:35](OC=O)(=[O:37])C>ClCCl>[CH:35]([NH:1][C:2]1([NH:7][C:8](=[O:28])[CH:9]([C:15]([O:17][CH2:18][C:19]2[CH:24]=[CH:23][C:22]([N+:25]([O-:27])=[O:26])=[CH:21][CH:20]=2)=[O:16])[C:10]2[CH:14]=[CH:13][S:12][CH:11]=2)[CH2:5][NH:4][C:3]1=[O:6])=[O:37]. Procedure details: The amine (42) (490 mg) in dry dichloromethane was cooled to 0° C. and treated with pyridine (211 mg) followed by formic-acetic anhydride (117 mg). The mixture was stirred at 0° C. for 5 minutes then allowed to warm to room temperature. After 1/2 hour the solvent was evaporated and the residue dried in vacuo. The solid was triturated with dry ether, filtered off, and washed with more ether before drying in vacuo to give the product (43) (510 mg) as a white solid. νmax (NUJOL) 3250 br, 1780sh, 17... Conditions: temperature 0 celsius, time 5 minute. The product is ClC1=CC=C(C=C1)CCN1CCNCC1 (4-[2-(4-chlorophenyl)-ethyl]-piperazine). Solvent: C(Cl)Cl (methylene chloride). Starting materials: N[C@@H](CS)C(=O)NCC(=O)O (L-cysteinyl-glycine), C(C)(C)OCCN(C(CCl)=O)C1=CC=C(C(=O)N2CCN(CC2)CCC2=CC=C(C=C2)Cl)C=C1 (1-{4-[N-(2-isopropoxyethyl)-N-chloroacetyl-amino]-benzoyl}-4-[2-(4-chlorophenyl)-ethyl]-piperazine), Cl (hydrochloride), N (ammonia). RXN SMILES: C(OCCN(C1C=CC(C([N:18]2[CH2:23][CH2:22][N:21]([CH2:24][CH2:25][C:26]3[CH:31]=[CH:30][C:29]([Cl:32])=[CH:28][CH:27]=3)[CH2:20][CH2:19]2)=O)=CC=1)C(=O)CCl)(C)C.Cl.N.N[C@H](C(NCC(O)=O)=O)CS>C(Cl)Cl>[Cl:32][C:29]1[CH:30]=[CH:31][C:26]([CH2:25][CH2:24][N:21]2[CH2:20][CH2:19][NH:18][CH2:23][CH2:22]2)=[CH:27][CH:28]=1. Procedure details: Analogously to Example 1, 1.6 g of 1-{4-[N-(2-isopropoxyethyl)-N-chloroacetyl-amino]-benzoyl}-4-[2-(4-chlorophenyl)-ethyl]-piperazine--freed from the corresponding hydrochloride by treatment with a mixture of aqueous ammonia solution/methylene chloride--are reacted with 0.55 g of L-cysteinyl-glycine, yielding 1-{{4-{N-2-isopropoxyethyl)-N-[[[2R]-2-[N'-(carboxymethyl)carbamoyl]-2-amino-ethylmercapto-acetyl]]-amino}-benzoyl}}-4-[2-(4-chlorophenyl)-ethyl]-piperazine. The hemihydrate thereof has a m... As a reaction SMILES: [CH2:1]([C:5]1[C:14]2[C:9](=[CH:10][CH:11]=[C:12]([O:15][CH3:16])[CH:13]=2)[C:8]([O:17][CH3:18])=[CH:7][C:6]=1/[CH:19]=[CH:20]/[C:21]([OH:23])=[O:22])[CH2:2][CH2:3][CH3:4].[N+:24]([C:27]1[CH:32]=[CH:31][C:30](O)=[CH:29][CH:28]=1)([O-:26])=[O:25].C1(N=C=NC2CCCCC2)CCCCC1>ClCCl>[N+:24]([C:27]1[CH:32]=[CH:31][C:30]([O:22][C:21](=[O:23])/[CH:20]=[CH:19]/[C:6]2[CH:7]=[C:8]([O:17][CH3:18])[C:9]3[C:14](=[CH:13][C:12]([O:15][CH3:16])=[CH:11][CH:10]=3)[C:5]=2[CH2:1][CH2:2][CH2:3][CH3:4])=[CH:29][CH:28]=1)([O-:26])=[O:25]. Procedure details: As in Example 113, (E)-3-(1-butyl-4,7-dimethoxy-2-naphthalenyl)-2-propenoic acid (0.71 g) was treated with 4-nitrophenol (0.35 g) in dichloromethane (10 mL) in the presence of 1,3-dicyclohexylcarbodiimide (0.475 g) to furnish, after the normal work up and crystallization of the crude product from 2-propanol, 1.17 g of (E)-3-(1-butyl-4,7-dimethoxy-2-naphthalenyl)-2-propenoic acid 4-nitrophenyl ester., mp 144°-145.5° C. Anal. Calcd for C25H25NO6 : C, 68.95; H, 5.79; N, 3.22 Found: C, 69.05; H, 5.7... The reactants are C(CCC)C1=C(C=C(C2=CC=C(C=C12)OC)OC)/C=C/C(=O)O ((E)-3-(1-butyl-4,7-dimethoxy-2-naphthalenyl)-2-propenoic acid), [N+](=O)([O-])C1=CC=C(C=C1)O (4-nitrophenol), C1(CCCCC1)N=C=NC1CCCCC1 (1,3-dicyclohexylcarbodiimide). Solvent: ClCCl (dichloromethane). Yields the product [N+](=O)([O-])C1=CC=C(C=C1)OC(\C=C\C1=C(C2=CC(=CC=C2C(=C1)OC)OC)CCCC)=O ((E)-3-(1-Butyl-4,7-dimethoxy-2-naphthalenyl)-2-propenoic acid 4-nitrophenyl ester).